describe an organic reaction: reactants, conditions, products, and yield From a dataset of the Open Reaction Database (ORD), a public repository of structured organic reaction records. Starting materials: [H-].[Na+] (Sodium hydride), Cl (hydrochloric acid), C(C)S (ethanethiol), ClC=1N=C2N(N=C(C=C2)CCC)C1S(=O)(=O)N (2-Chloro-6-propylimidazo[1,2-b]pyridazin-3-ylsulfonamide). Run in CN(C)C=O (DMF), O (water). Conditions: temperature 0 celsius, time 2 hour. The product is C(C)SC=1N=C2N(N=C(C=C2)CCC)C1S(=O)(=O)N (2-ethylthio-6-n-propylimidazo[1,2-b]pyridazin-3-ylsulfonamide). RXN SMILES: [H-].[Na+].[CH2:3]([SH:5])[CH3:4].Cl[C:7]1[N:8]=[C:9]2[CH:14]=[CH:13][C:12]([CH2:15][CH2:16][CH3:17])=[N:11][N:10]2[C:18]=1[S:19]([NH2:22])(=[O:21])=[O:20].Cl>CN(C=O)C.O>[CH2:3]([S:5][C:7]1[N:8]=[C:9]2[CH:14]=[CH:13][C:12]([CH2:15][CH2:16][CH3:17])=[N:11][N:10]2[C:18]=1[S:19]([NH2:22])(=[O:21])=[O:20])[CH3:4] |f:0.1|. Procedure: Sodium hydride (60%, 0.73 g, 18.2 mmol) was suspended in DMF (10.0 ml) under ice-cooling, and ethanethiol (1.35 ml, 18.2 mmol) was added dropwise thereto, and the mixture was stirred at 0° C. for 2 hours. 2-Chloro-6-propylimidazo[1,2-b]pyridazin-3-ylsulfonamide (1.00 g, 3.64 mmol) was added thereto and heated at 110° C. for 2.5 hours under stirring. The reaction mixture was left, cooled, diluted with water and acidified by dropwise addition of conc. hydrochloric acid. The precipitated solids wer...